Task: describe an organic reaction: reactants, conditions, products, and yield. Dataset: the Open Reaction Database (ORD), a public repository of structured organic reaction records Starting materials: BrC=1C(=NC(=CC1)N1CC(C1)(C)O)[C@H](CC1=CC(=CC(=C1)F)F)NC(OC(C)(C)C)=O ((S)-tert-butyl (1-(3-bromo-6-(3-hydroxy-3-methylazetidin-1-yl)pyridin-2-yl)-2-(3,5-difluorophenyl)ethyl)carbamate), ClC1=CC=C(C(=N1)[C@H](CC1=CC(=CC(=C1)F)F)NC(CN1N=C(C2=C1C([C@H]1[C@@H]2C1)(F)F)C(F)(F)F)=O)C=1C=CC=C2C(=NN(C12)C)NS(=O)(=O)C (N—((S)-1-(6-chloro-3-(1-methyl-3-(methylsulfonamido)-1H-indazol-7-yl)pyridin-2-yl)-2-(3,5-difluorophenyl)ethyl)-2-((3bS,4aR)-5,5-difluoro-3-(trifluoromethyl)-3b,4,4a,5-tetrahydro-1H-cyclopropa[3,4]cyclopenta[1,2-c]pyrazol-1-yl)acetamide), BrC=1C(=NC(=CC1)Br)[C@H](CC1=CC(=CC(=C1)F)F)NC(OC(C)(C)C)=O ((S)-tert-butyl 1-(3,6-dibromopyridin-2-yl)-2-(3,5-difluorophenyl)ethylcarbamate). Yields the product NC1CC(N(C1)C1=CC=C(C(=N1)[C@H](CC1=CC(=CC(=C1)F)F)NC(CN1N=C(C2=C1C([C@H]1[C@@H]2C1)(F)F)C(F)(F)F)=O)C=1C=CC=C2C(=NN(C12)C)NS(=O)(=O)C)=O (N-((1S)-1-(6-(4-amino-2-oxopyrrolidin-1-yl)-3-(1-methyl-3-(methylsulfonamido)-1H-indazol-7-yl)pyridin-2-yl)-2-(3,5-difluorophenyl)ethyl)-2-((3bS,4aR)-5,5-difluoro-3-(trifluoromethyl)-3b,4,4a,5-tetrahydro-1H-cyclopropa[3,4]cyclopenta[1,2-c]pyrazol-1-yl)acetamide). RXN SMILES: Br[C:2]1[C:3]([C@@H:14]([NH:24][C:25](=[O:31])OC(C)(C)C)CC2C=C(F)C=C(F)C=2)=[N:4]C(N2CC(O)(C)C2)=CC=1.Cl[C:33]1[N:38]=[C:37]([C@@H:39]([NH:49][C:50](=[O:67])[CH2:51][N:52]2[C:56]3[C:57]([F:62])([F:61])[C@@H:58]4[CH2:60][C@@H:59]4[C:55]=3[C:54]([C:63]([F:66])([F:65])[F:64])=[N:53]2)[CH2:40][C:41]2[CH:46]=[C:45]([F:47])[CH:44]=[C:43]([F:48])[CH:42]=2)[C:36]([C:68]2[CH:69]=[CH:70][CH:71]=[C:72]3[C:76]=2[N:75]([CH3:77])[N:74]=[C:73]3[NH:78][S:79]([CH3:82])(=[O:81])=[O:80])=[CH:35][CH:34]=1.BrC1C([C@@H](NC(=O)OC(C)(C)C)CC2C=C(F)C=C(F)C=2)=NC(Br)=CC=1>>[NH2:4][CH:3]1[CH2:14][N:24]([C:33]2[N:38]=[C:37]([C@@H:39]([NH:49][C:50](=[O:67])[CH2:51][N:52]3[C:56]4[C:57]([F:62])([F:61])[C@@H:58]5[CH2:60][C@@H:59]5[C:55]=4[C:54]([C:63]([F:66])([F:65])[F:64])=[N:53]3)[CH2:40][C:41]3[CH:46]=[C:45]([F:47])[CH:44]=[C:43]([F:48])[CH:42]=3)[C:36]([C:68]3[CH:69]=[CH:70][CH:71]=[C:72]4[C:76]=3[N:75]([CH3:77])[N:74]=[C:73]4[NH:78][S:79]([CH3:82])(=[O:81])=[O:80])=[CH:35][CH:34]=2)[C:25](=[O:31])[CH2:2]1. Procedure details: Compound 43B was prepared according to the method presented in the synthesis of compound 42G of Example 42 substituting N—((S)-1-(6-chloro-3-(1-methyl-3-(methylsulfonamido)-1H-indazol-7-yl)pyridin-2-yl)-2-(3,5-difluorophenyl)ethyl)-2-((3bS,4aR)-5,5-difluoro-3-(trifluoromethyl)-3b,4,4a,5-tetrahydro-1H-cyclopropa[3,4]cyclopenta[1,2-c]pyrazol-1-yl)acetamide (43A) for (S)-Atert-butyl (1-(3,6-dibromopyridin-2-yl)-2-(3,5-difluorophenyl)ethyl)carbamate (42F). 1H NMR (400 MHz, methanol-d4) δ 8.69-8.34 (... Reactants: C(C)(C)(C)OC(=O)N1[C@@H](CC(C1)=CCl)C(=O)O ((2S,4EZ)-1-(tert-butoxycarbonyl)-4-(chloromethylene)-2-pyrrolidinecarboxylic acid), O=C1OC(=CC=C1C(=O)Cl)CCCCC (2-oxo-6-pentyl-2H-pyran-3-carbonyl chloride), COC=1C=C(CN)C=CC1OC (3,4-dimethoxybenzylamine). The product is ClC=C1C[C@H](N(C1)C(=O)C=1C(OC(=CC1)CCCCC)=O)C(=O)NCC1=CC(=C(C=C1)OC)OC ((2S,4EZ)-4-(chloromethylene)-N-(3,4-dimethoxybenzyl)-1-[(2-oxo-6-pentyl-2H-pyran-3-yl)carbonyl]-2-pyrrolidinecarboxamide). RXN SMILES: C(O[C:6]([N:8]1[CH2:12][C:11](=[CH:13][Cl:14])[CH2:10][C@H:9]1[C:15]([OH:17])=O)=[O:7])(C)(C)C.[O:18]=[C:19]1[C:24](C(Cl)=O)=[CH:23][CH:22]=[C:21]([CH2:28][CH2:29][CH2:30][CH2:31][CH3:32])[O:20]1.[CH3:33][O:34][C:35]1[CH:36]=[C:37]([CH:40]=[CH:41][C:42]=1[O:43][CH3:44])[CH2:38][NH2:39]>>[Cl:14][CH:13]=[C:11]1[CH2:12][N:8]([C:6]([C:24]2[C:19](=[O:18])[O:20][C:21]([CH2:28][CH2:29][CH2:30][CH2:31][CH3:32])=[CH:22][CH:23]=2)=[O:7])[C@H:9]([C:15]([NH:39][CH2:38][C:37]2[CH:40]=[CH:41][C:42]([O:43][CH3:44])=[C:35]([O:34][CH3:33])[CH:36]=2)=[O:17])[CH2:10]1. Reported procedure: Following the general method as outlined in Example 22, starting from (2S,4EZ)-1-(tert-butoxycarbonyl)-4-(chloromethylene)-2-pyrrolidinecarboxylic acid, 2-oxo-6-pentyl-2H-pyran-3-carbonyl chloride, and 3,4-dimethoxybenzylamine the title compound was obtained in 51% purity by LC/MS. MS(ESI+): m/z=503.4. Reaction conditions: time 2 hour. Starting materials: Cl.NCC(=O)N[C@@H](CC1=CC=CC=C1)C(=O)C1C2(CC3CC(CC1(C3)N)C2)C(=O)OC (methyl glycyl-L-phenylalanyl-3-amino-1-adamantanecarboxylate hydrochloride), C(C(C)C)OC(=O)Cl (isobutylchloroformate), anhydride, C(=O)(OC(C)(C)C)N[C@H](CCSC)C(=O)O (Boc-D-methionine), CN1CCOCC1 (N-methylmorpholine), CN1CCOCC1 (N-methyl morpholine). Solvent: C(C)(=O)OCC (ethyl acetate), O1CCCC1 (tetrahydrofuran), O1CCCC1 (tetrahydrofuran). The product is anhydride, C(=O)(OC(C)(C)C)N[C@H](CCSC)C(=O)NCC(=O)N[C@@H](CC1=CC=CC=C1)C(=O)C1C2(CC3CC(CC1(C3)N)C2)C(=O)OC (methyl Boc-D-methionyl-glycyl-L-phenylalanyl-3-amino-1-adamantanecarboxylate). As a reaction SMILES: [C:1]([NH:8][C@@H:9]([C:14]([OH:16])=O)[CH2:10][CH2:11][S:12][CH3:13])([O:3][C:4]([CH3:7])([CH3:6])[CH3:5])=[O:2].CN1CCOCC1.C(OC(Cl)=O)C(C)C.Cl.[NH2:33][CH2:34][C:35]([NH:37][C@H:38]([C:46]([CH:48]1[C:55]2([NH2:57])[CH2:56][CH:51]3[CH2:52][CH:53]([CH2:58][C:49]1([C:59]([O:61][CH3:62])=[O:60])[CH2:50]3)[CH2:54]2)=[O:47])[CH2:39][C:40]1[CH:45]=[CH:44][CH:43]=[CH:42][CH:41]=1)=[O:36]>O1CCCC1.C(OCC)(=O)C>[C:1]([NH:8][C@@H:9]([C:14]([NH:33][CH2:34][C:35]([NH:37][C@H:38]([C:46]([CH:48]1[C:55]2([NH2:57])[CH2:56][CH:51]3[CH2:52][CH:53]([CH2:58][C:49]1([C:59]([O:61][CH3:62])=[O:60])[CH2:50]3)[CH2:54]2)=[O:47])[CH2:39][C:40]1[CH:41]=[CH:42][CH:43]=[CH:44][CH:45]=1)=[O:36])=[O:16])[CH2:10][CH2:11][S:12][CH3:13])([O:3][C:4]([CH3:5])([CH3:6])[CH3:7])=[O:2] |f:3.4|. Reported procedure: A mixed anhydride is prepared by reacting 2.0 g of Boc-D-methionine with 0.90 ml of N-methylmorpholine and 1.06 ml isobutylchloroformate in 15 ml of tetrahydrofuran at -20° C. A solution of 2.84 g of methyl glycyl-L-phenylalanyl-3-amino-1-adamantanecarboxylate hydrochloride in 15 ml tetrahydrofuran is neutralized with 0.78 ml N-methyl morpholine and added to the mixed anhydride reaction above. The reaction mixture is stirred for 2 hours at room temperature and allowed to stand overnight. The rea... The reactants are [H-].NN (Hydrazine hydride), C1(C=2C(C(N1CCCSC=1OC=CN1)=O)=CC=CC2)=O (2-(3-phthalimidopropylthio)oxazole). Solvent: C(C)O (ethanol). Product: NCCCSC=1OC=CN1 (2-(3-aminopropylthio)oxazole). Reaction SMILES: [H-].NN.C1(=O)[N:8]([CH2:9][CH2:10][CH2:11][S:12][C:13]2[O:14][CH:15]=[CH:16][N:17]=2)C(=O)C2=CC=CC=C12>C(O)C>[NH2:8][CH2:9][CH2:10][CH2:11][S:12][C:13]1[O:14][CH:15]=[CH:16][N:17]=1 |f:0.1|. Reported procedure: Hydrazine hydride (5.3 g.) was added carefully to a solution of 2-(3-phthalimidopropylthio)oxazole (10 g.) in ethanol (173 ml.) with stirring. The solution was then heated under reflux for 25 minutes. After cooling, and filtration from phthalhydrazide, the filtrate was concentrated under reduced pressure and the residue was re-evaporated with ethanol to yield crude 2-(3-aminopropylthio)oxazole which was washed twice with ether and dissolved in ethanol (60 ml.). Methyl isothiocyanate (2.54 g.) wa... Reactants: Brc1ccccc1OCc1ccccc1, C1CCOC1, [Li]CCCC, CCCCCC, [Cl-], COc1ccc(C=O)cc1F, [NH4+]. Yields the product COc1ccc(C(O)c2ccccc2OCc2ccccc2)cc1F. Reaction SMILES: [CH2:12]([c:13]1[cH:14][cH:15][cH:16][cH:17][cH:18]1)[O:19][c:20]1[c:21]([Br:26])[cH:22][cH:23][cH:24][cH:25]1.[CH2:40]1[O:41][CH2:42][CH2:43][CH2:44]1.[CH2:7]([Li:8])[CH2:9][CH2:10][CH3:11].[CH3:1][CH2:2][CH2:3][CH2:4][CH2:5][CH3:6].[Cl-:38].[F:27][c:28]1[cH:29][c:30]([CH:31]=[O:32])[cH:33][cH:34][c:35]1[O:36][CH3:37].[NH4+:39]>>[CH2:12]([c:13]1[cH:14][cH:15][cH:16][cH:17][cH:18]1)[O:19][c:20]1[c:21]([CH:31]([c:30]2[cH:29][c:28]([F:27])[c:35]([O:36][CH3:37])[cH:34][cH:33]2)[OH:32])[cH:22][cH:23][cH:24][cH:25]1. Starting materials: OC(c1cccc(OCc2ccc(Cl)cc2F)c1OCCF)c1c[nH]c2ncccc12, C1CCOC1. The product is O=C(c1cccc(OCc2ccc(Cl)cc2F)c1OCCF)c1c[nH]c2ncccc12. Reaction SMILES: [Cl:1][c:2]1[cH:3][c:4]([F:31])[c:5]([CH2:6][O:7][c:8]2[c:9]([O:25][CH2:26][CH2:27][F:28])[c:10]([CH:14]([OH:15])[c:16]3[cH:17][nH:18][c:19]4[n:20][cH:21][cH:22][cH:23][c:24]34)[cH:11][cH:12][cH:13]2)[cH:29][cH:30]1.[O:32]1[CH2:33][CH2:34][CH2:35][CH2:36]1>>[Cl:1][c:2]1[cH:3][c:4]([F:31])[c:5]([CH2:6][O:7][c:8]2[c:9]([O:25][CH2:26][CH2:27][F:28])[c:10]([C:14](=[O:15])[c:16]3[cH:17][nH:18][c:19]4[n:20][cH:21][cH:22][cH:23][c:24]34)[cH:11][cH:12][cH:13]2)[cH:29][cH:30]1.